From a dataset of the Open Reaction Database (ORD), a public repository of structured organic reaction records. describe an organic reaction: reactants, conditions, products, and yield Starting materials: FC(C(=O)O)(C(CC(C)C)O)F (2,2-difluoro-3-hydroxy-5-methylhexanoic acid), COCCO (2-methoxyethanol), C1=CC=CC=C1 (benzene). Reagents/catalysts: O.C1(=CC=C(C=C1)S(=O)(=O)O)C (p-toluenesulfonic acid monohydrate). The solvent is O (water). Product: FC(C(=O)OCCOC)(C(CC(C)C)O)F (2-methoxyethyl 2,2-difluoro-3-hydroxy-5-methylhexanoate). Yield: 72.5%. Reaction SMILES: [F:1][C:2]([F:12])([CH:6]([OH:11])[CH2:7][CH:8]([CH3:10])[CH3:9])[C:3]([OH:5])=[O:4].[CH3:13][O:14][CH2:15][CH2:16]O.C1C=CC=CC=1>O.C1(C)C=CC(S(O)(=O)=O)=CC=1.O>[F:1][C:2]([F:12])([CH:6]([OH:11])[CH2:7][CH:8]([CH3:10])[CH3:9])[C:3]([O:5][CH2:16][CH2:15][O:14][CH3:13])=[O:4] |f:3.4|. Procedure: To a mixture of 25.0 g of Intermediate 1 (Example 1), 25 g of 2-methoxyethanol and 200 g of benzene was added 0.15 g of p-toluenesulfonic acid monohydrate. With stirring in a nitrogen atmosphere, the mixture was heated for 8 hours while water of reaction was sequentially removed out of the system. After cooling, the reaction mixture was poured into ice water and extracted with ether. The ether solution was washed, dried, and concentrated, obtaining 23.9 g (yield 73%) of crude 2-methoxyethyl 2,2-... Run in CN(C=O)C (N,N-dimethylformamide), O (Water). Reaction SMILES: [CH3:1][C:2]1[CH:7]=[CH:6][C:5]([CH2:8][O:9][C:10]2[CH:35]=[CH:34][C:13]([C:14]([C:16]3[C:24]4[C:19](=[CH:20][CH:21]=[CH:22][CH:23]=4)[N:18]([S:25]([C:28]4[CH:33]=[CH:32][CH:31]=[CH:30][CH:29]=4)(=[O:27])=[O:26])[CH:17]=3)=[O:15])=[CH:12][C:11]=2[O:36][CH2:37][CH2:38][CH2:39]Cl)=[CH:4][CH:3]=1.[CH3:41][O:42][C:43]1[CH:48]=[CH:47][CH:46]=[CH:45][C:44]=1[N:49]1[CH2:54][CH2:53][NH:52][CH2:51][CH2:50]1.C(=O)([O-])[O-].[K+].[K+].[I-].[K+]>CN(C)C=O.O>[CH3:1][C:2]1[CH:7]=[CH:6][C:5]([CH2:8][O:9][C:10]2[CH:35]=[CH:34][C:13]([C:14]([C:16]3[C:24]4[C:19](=[CH:20][CH:21]=[CH:22][CH:23]=4)[N:18]([S:25]([C:28]4[CH:33]=[CH:32][CH:31]=[CH:30][CH:29]=4)(=[O:27])=[O:26])[CH:17]=3)=[O:15])=[CH:12][C:11]=2[O:36][CH2:37][CH2:38][CH2:39][N:52]2[CH2:51][CH2:50][N:49]([C:44]3[CH:45]=[CH:46][CH:47]=[CH:48][C:43]=3[O:42][CH3:41])[CH2:54][CH2:53]2)=[CH:4][CH:3]=1 |f:2.3.4,5.6|. Procedure details: 3-[4-(4-Methylphenylmethoxy)-3-(3-chloropropoxy) benzoyl]-1-(phenylsulfonyl)indole (0.44 g) obtained in Step 2 was dissolved in N,N-dimethylformamide (5 ml). 1-(2-Methoxyphenyl)piperazine (0.20 g), potassium carbonate (0.14 g), and potassium iodide (0.38 g) were added to the resultant solution and the mixture was stirred overnight at 60° C. Water was added to the reaction mixture, followed by extraction with ethyl acetate. The resultant extract was washed with brine and then dried. The solvent w... The yield is 51.8%. Reactants: COC1=C(C=CC=C1)N1CCNCC1 (1-(2-Methoxyphenyl)piperazine), C([O-])([O-])=O.[K+].[K+] (potassium carbonate), [I-].[K+] (potassium iodide), resultant solution, CC1=CC=C(C=C1)COC1=C(C=C(C(=O)C2=CN(C3=CC=CC=C23)S(=O)(=O)C2=CC=CC=C2)C=C1)OCCCCl (3-[4-(4-Methylphenylmethoxy)-3-(3-chloropropoxy) benzoyl]-1-(phenylsulfonyl)indole). The product is CC1=CC=C(C=C1)COC1=C(C=C(C(=O)C2=CN(C3=CC=CC=C23)S(=O)(=O)C2=CC=CC=C2)C=C1)OCCCN1CCN(CC1)C1=C(C=CC=C1)OC (3-{4-(4-methylphenylmethoxy)-3-{3-[4-(2-methoxyphenyl)piperazin-1-yl]propoxy}benzoyl}-1-(phenylsulfonyl)indole). Reaction conditions: temperature 60 celsius, time 8 hour.